From a dataset of the Open Reaction Database (ORD), a public repository of structured organic reaction records. describe an organic reaction: reactants, conditions, products, and yield Reactants: Nc1ncc(Br)c(Cl)c1[N+](=O)[O-], C1CC(CN2CCNCC2)C1, CC(C)O, CCN(C(C)C)C(C)C. Product: Nc1ncc(Br)c(N2CCN(CC3CCC3)CC2)c1[N+](=O)[O-]. RXN SMILES: [Br:12][c:13]1[c:14]([Cl:23])[c:15]([N+:20](=[O:21])[O-:22])[c:16]([NH2:19])[n:17][cH:18]1.[CH:1]1([CH2:5][N:6]2[CH2:7][CH2:8][NH:9][CH2:10][CH2:11]2)[CH2:2][CH2:3][CH2:4]1.[CH:24]([OH:25])([CH3:26])[CH3:27].[CH:28]([N:29]([CH2:30][CH3:31])[CH:32]([CH3:33])[CH3:34])([CH3:35])[CH3:36]>>[CH:1]1([CH2:5][N:6]2[CH2:7][CH2:8][N:9]([c:14]3[c:13]([Br:12])[cH:18][n:17][c:16]([NH2:19])[c:15]3[N+:20](=[O:21])[O-:22])[CH2:10][CH2:11]2)[CH2:2][CH2:3][CH2:4]1. Starting materials: [H-].[Na+] (sodium hydride), C(C)(C)C1=C(C=C(OCC(=O)NC=2C=C(C(=O)[O-])C=CC2)C=C1)C (3-[2-(4-isopropyl-3-methyl-phenoxy)acetylamino]benzoate), C(C)(=O)OCC (ethyl acetate), CI (methyl iodide). Run in CN(C)C=O (DMF). Reaction conditions: time 1 hour. Yields the product C(C)(C)C1=C(C=C(OCC(=O)N(C)C=2C=C(C(=O)OC)C=CC2)C=C1)C (methyl 3-[N-[2-(4-isopropyl-3-methylphenoxy)-acetyl]-N-methylamino]-benzoate). RXN SMILES: [H-].[Na+].[CH:3]([C:6]1[CH:25]=[CH:24][C:9]([O:10][CH2:11][C:12]([NH:14][C:15]2[CH:16]=[C:17]([CH:21]=C[CH:23]=2)C([O-])=O)=[O:13])=[CH:8][C:7]=1[CH3:26])([CH3:5])[CH3:4].[CH3:27]I.[C:29]([O:32][CH2:33]C)(=[O:31])[CH3:30]>CN(C=O)C>[CH:3]([C:6]1[CH:25]=[CH:24][C:9]([O:10][CH2:11][C:12]([N:14]([C:15]2[CH:23]=[C:30]([CH:21]=[CH:17][CH:16]=2)[C:29]([O:32][CH3:33])=[O:31])[CH3:27])=[O:13])=[CH:8][C:7]=1[CH3:26])([CH3:4])[CH3:5] |f:0.1|. Reported procedure: A suspension of sodium hydride (0.16 g, 55% w/w) was washed free of mineral oil and taken up in DMF (5 mL). The solution was cooled in an ice bath while a solution of 3-[2-(4-isopropyl-3-methyl-phenoxy)acetylamino]benzoate (0.80 g, 2.34 mmol) in DMF (10 mL) was added. The mixture was allowed to stir for 1 h, then was treated with methyl iodide (0.60 g), and the resulting mixture stirred overnight. It was diluted with ethyl acetate (50 mL), and this was washed with three 50 mL portions of water a... The reactants are C(C1=CC=CC=C1)N1C(COCCC1C)=O (4-benzyl-5-methyl-[1,4]oxazepan-3-one), solution. Solvent: O1CCCC1 (tetrahydrofuran), O1CCCC1 (tetrahydrofuran). Conditions: time 3 hour. The product is C(C1=CC=CC=C1)N1CCOCCC1C (4-benzyl-5-methyl-[1,4]oxazepane). The yield is 100.0%. As a reaction SMILES: [CH2:1]([N:8]1[CH:14]([CH3:15])[CH2:13][CH2:12][O:11][CH2:10][C:9]1=O)[C:2]1[CH:7]=[CH:6][CH:5]=[CH:4][CH:3]=1>O1CCCC1>[CH2:1]([N:8]1[CH:14]([CH3:15])[CH2:13][CH2:12][O:11][CH2:10][CH2:9]1)[C:2]1[CH:3]=[CH:4][CH:5]=[CH:6][CH:7]=1. Reported procedure: To a solution of 4-benzyl-5-methyl-[1,4]oxazepan-3-one (0.32 g, 1.4 mmol) in tetrahydrofuran (5 mL) was added 1M solution of boran-tetrahydrofran complex in tetrahydrofuran (5 mL, 5.0 mmol) dropwise at 0° C. under nitrogen atmosphere. The mixture was warmed to room temperature and stirred for 3 hours. Then the reaction was quenched by the addition of methanol and the solution was concentrated. The residual oil was dissolved in methanol (10 mL) and 1M sodium hydroxide aqueous solution was added a... Starting materials: ClC1=NC=2N([C@@H](C(N(C2C=N1)C)=O)CC)C(C)C ((R)-2-Chloro-7-ethyl-8-isopropyl-5-methyl-7,8-dihydropteridin-6(5H)-one), C(CN)N (ethylenediamine). Product: NCCNC1=NC=2N([C@@H](C(N(C2C=N1)C)=O)CC)C(C)C ((R)-2-(2-aminoethylamino)-7-ethyl-8-isopropyl-5-methyl-7,8-dihydropteridin-6(5H)-one). RXN SMILES: Cl[C:2]1[N:11]=[CH:10][C:9]2[N:8]([CH3:12])[C:7](=[O:13])[C@@H:6]([CH2:14][CH3:15])[N:5]([CH:16]([CH3:18])[CH3:17])[C:4]=2[N:3]=1.[CH2:19]([NH2:22])[CH2:20][NH2:21]>>[NH2:21][CH2:20][CH2:19][NH:22][C:2]1[N:11]=[CH:10][C:9]2[N:8]([CH3:12])[C:7](=[O:13])[C@@H:6]([CH2:14][CH3:15])[N:5]([CH:16]([CH3:18])[CH3:17])[C:4]=2[N:3]=1. Procedure details: Intermediate C (1 mmol, 269 mg) in ethylenediamine (10 mmol, 600 mg, 0.7 mL) was heated at 120° C. in a microwave for 3 h. The reaction was evaporated, taken up in EtOAc and washed 3× with water, then dried with MgSO4 and evaporated to give (R)-2-(2-aminoethylamino)-7-ethyl-8-isopropyl-5-methyl-7,8-dihydropteridin-6(5H)-one (compound I-246). Procedure details: 3 g of 2(S)-methyl-3-mercaptopropionic acid is added to a mixture of 3.5 g of potassium carbonate, 60 ml of water and 30 ml of ether with stirring atroom temperature under a nitrogen atmosphere whereupon 6.3 g of 4-chloro-3-sulfamoylbenzoyl chloride is added, and the resulting mixture is stirred at room temperature for 5.5 hours. The aqueous layer is then collected and made acidic with dilute hydrochloric acid, and the separatedoil is extracted with ethyl acetate. The extract is washed with wate... RXN SMILES: [CH3:1][C@H:2]([CH2:6][SH:7])[C:3]([OH:5])=[O:4].C(=O)([O-])[O-].[K+].[K+].O.[Cl:15][C:16]1[CH:24]=[CH:23][C:19]([C:20](Cl)=[O:21])=[CH:18][C:17]=1[S:25](=[O:28])(=[O:27])[NH2:26]>CCOCC>[Cl:15][C:16]1[CH:24]=[CH:23][C:19]([C:20]([S:7][CH2:6][C@@H:2]([CH3:1])[C:3]([OH:5])=[O:4])=[O:21])=[CH:18][C:17]=1[S:25](=[O:27])(=[O:28])[NH2:26] |f:1.2.3|. Reaction conditions: time 5.5 hour. Yields the product ClC1=C(C=C(C(=O)SC[C@H](C(=O)O)C)C=C1)S(N)(=O)=O (3-(4-chloro-3-sulfamoylbenzoylthio)-2(S)-methylpropionic acid). The solvent is CCOCC (ether). Reactants: ClC1=C(C=C(C(=O)Cl)C=C1)S(N)(=O)=O (4-chloro-3-sulfamoylbenzoyl chloride), C[C@@H](C(=O)O)CS (2(S)-methyl-3-mercaptopropionic acid), C([O-])([O-])=O.[K+].[K+] (potassium carbonate), O (water). The reactants are C1(CCCCC1)CC(CN1C=NC=C1)CCCC (1-[2-(cyclohexylmethyl)-n-hexyl]imidazole), S(O)(O)(=O)=O (Sulfuric acid). Solvent: CCOCC (ether). The product is S(=O)(=O)(O)O.C1(CCCCC1)CC(CN1C=NC=C1)CCCC (1-[2-cyclohexylmethyl-n-hexyl]imidazole hydrogen sulfate). RXN SMILES: [CH:1]1([CH2:7][CH:8]([CH2:15][CH2:16][CH2:17][CH3:18])[CH2:9][N:10]2[CH:14]=[CH:13][N:12]=[CH:11]2)[CH2:6][CH2:5][CH2:4][CH2:3][CH2:2]1.[S:19](=[O:23])(=[O:22])([OH:21])[OH:20]>CCOCC>[S:19]([OH:23])([OH:22])(=[O:21])=[O:20].[CH:1]1([CH2:7][CH:8]([CH2:15][CH2:16][CH2:17][CH3:18])[CH2:9][N:10]2[CH:14]=[CH:13][N:12]=[CH:11]2)[CH2:2][CH2:3][CH2:4][CH2:5][CH2:6]1 |f:3.4|. Procedure details: 1.2 g of 1-[2-(cyclohexylmethyl)-n-hexyl]imidazole, as an oil, was dissolved in ether (50 ml). Sulfuric acid was added dropwise until precipitation was complete. The hydrogen sulfate salt was collected and recrystallized from ethyl acetate to give 1-[2-cyclohexylmethyl-n-hexyl]imidazole hydrogen sulfate, m.p. 152° C. (gels), 190°-192° C. final melt. Starting materials: O (Water), [N+](=O)([O-])C1=C(C=CC=C1)CC(C(=O)O)=NO (2-nitrophenylpyruvic acid oxime). Solvent: C(C)(=O)O (acetic acid). Reaction conditions: time 8 hour. Yields the product [N+](=O)([O-])C1=C(C=CC=C1)CC#N (2-nitrophenylacetonitrile). RXN SMILES: O.[N+:2]([C:5]1[CH:10]=[CH:9][CH:8]=[CH:7][C:6]=1[CH2:11][C:12](=[N:16]O)C(O)=O)([O-:4])=[O:3]>C(O)(=O)C>[N+:2]([C:5]1[CH:10]=[CH:9][CH:8]=[CH:7][C:6]=1[CH2:11][C:12]#[N:16])([O-:4])=[O:3]. Procedure: Water (50,000 ml), 2,940 ml of glacial acetic acid and (22.22 moles) of 2-nitrophenylpyruvic acid oxime were charged into a 20 gallon reactor. The stirred suspension was heated over two hours under nitrogen atmosphere to 90° and this temperature was maintained for 2 hours. The dark solution was allowed to cool slowly and was stirred overnight at ambient temperature. The suspension was extracted with 5×4,000 ml of methylene chloride, washed with 3×3,000 ml of water, dried over magnesium sulfate a... Reactants: C#C (Acetylene), Grignard reagent, C[C@@]12C(CC[C@H]1[C@@H]1CC[C@H]3CC=CC[C@@H]3[C@H]1CC2)=O (5α-estr-2-en-17-one), C[C@@]12C(CC[C@H]1[C@@H]1CC[C@H]3CC=CC[C@@H]3[C@H]1CC2)=O (5α-Estr-2-en-17-one), C(C)[Mg]Br (ethylmagnesium bromide), [Cl-].[NH4+] (ammonium chloride), C(C)[Mg]Br (ethylmagnesium bromide), C#C (acetylene), C(C)[Mg]Br (ethylmagnesium bromide). The solvent is O1CCCC1 (tetrahydrofuran), CCOCC (ether), O (water), O1CCCC1 (tetrahydrofuran). Reaction conditions: temperature 0 celsius, time 30 minute. Product: O[C@@]1([C@]2(C)[C@@H](CC1)[C@@H]1CC[C@H]3CC=CC[C@@H]3[C@H]1CC2)C#C (17β-Hydroxy-17α-ethynyl-5α-estr-2-ene). As a reaction SMILES: [CH2:1]([Mg]Br)[CH3:2].C#C.[CH3:7][C@:8]12[CH2:24][CH2:23][C@H:22]3[C@@H:13]([CH2:14][CH2:15][C@@H:16]4[C@@H:21]3[CH2:20][CH:19]=[CH:18][CH2:17]4)[C@@H:12]1[CH2:11][CH2:10][C:9]2=[O:25].[Cl-].[NH4+]>O1CCCC1.CCOCC.O>[OH:25][C@@:9]1([C:1]#[CH:2])[CH2:10][CH2:11][C@H:12]2[C@H:13]3[C@H:22]([CH2:23][CH2:24][C@:8]12[CH3:7])[C@@H:21]1[C@H:16]([CH2:17][CH:18]=[CH:19][CH2:20]1)[CH2:15][CH2:14]3 |f:3.4|. Procedure details: To 20 ml of dry tetrahydrofuran at 0° C. is added 0.75 ml of ethylmagnesium bromide (3 molar in ethyl ether) and through this solution is passed a stream of acetylene gas. After 30 min, 0.50 of ethylmagnesium bromide was added, followed after 30 min by another 0.50 ml of ethylmagnesium bromide. Acetylene gas is passed through the mixture all the time, and is continued for another 2 hr after the last addition. To the Grignard reagent is added dropwise 0.160 g of 5α-estr-2-en-17-one, Compound 6, d... The reactants are [H][H] (hydrogen), N(=[N+]=[N-])CC(C)(C)C1=C(N2C(CC2O1)=O)C(=O)OCC1=CC=C(C=C1)[N+](=O)[O-] (p-nitrobenzyl 3-(2-azido-1,1-dimethylethyl)-7-oxo-4-oxa-1-azabicyclo[3.2.0]hept-2-ene-2-carboxylate). The reagents and catalysts are [Pd] (palladium on charcoal). Solvent: C(C)(=O)OCC (ethyl acetate), C(C)(=O)OCC (ethyl acetate), O (water). Yields the product NCC(C)(C)C1=C(N2C(CC2O1)=O)C(=O)O (3-(2-Amino-1,1-dimethylethyl)-7-oxo-4-oxa-1-azabicyclo[3.2.0]hept-2-ene-2-carboxylic acid). RXN SMILES: [N:1]([CH2:4][C:5]([C:8]1[O:14][CH:13]2[N:10]([C:11](=[O:15])[CH2:12]2)[C:9]=1[C:16]([O:18]CC1C=CC([N+]([O-])=O)=CC=1)=[O:17])([CH3:7])[CH3:6])=[N+]=[N-].[H][H]>C(OCC)(=O)C.[Pd].O>[NH2:1][CH2:4][C:5]([C:8]1[O:14][CH:13]2[N:10]([C:11](=[O:15])[CH2:12]2)[C:9]=1[C:16]([OH:18])=[O:17])([CH3:7])[CH3:6]. Procedure: A solution of 21 mg (0.054 mmol) of p-nitrobenzyl 3-(2-azido-1,1-dimethylethyl)-7-oxo-4-oxa-1-azabicyclo[3.2.0]hept-2-ene-2-carboxylate in 1 ml of ethyl acetate is added via a syringe through a septum stopper to a prehydrogenated mixture, at 0° C., of 60 mg of palladium on charcoal (10%) in 1 ml of ethyl acetate and 0.7 ml of water. After a reaction time of 20 minutes, 5.7 ml of hydrogen have been taken up (theoretical amount 4.9 ml). The reaction mixture is filtered at 0° C., and the aqueous ph...